describe an organic reaction: reactants, conditions, products, and yield From a dataset of the Open Reaction Database (ORD), a public repository of structured organic reaction records. The reactants are C(CC(=O)C)#N (Acetoacetonitrile), [Na] (Sodium), O (water), BrCC=1C(=CC=CC1)CBr (α,α'-dibromo-o-xylene), C(CC(=O)C)#N (acetoacetonitrile). Run in C(C)O (ethanol), CCOCC (ether), C(C)OCC (diethyl ether), CCOCC (ether). Run at time 1 hour. Product: C(C)(=O)C1(CC2=CC=CC=C2C1)C#N (2-Acetyl-2,3-dihydro-1H-indene-2-carbonitrile). Reaction SMILES: [Na].Br[CH2:3][C:4]1[C:5]([CH2:10]Br)=[CH:6][CH:7]=[CH:8][CH:9]=1.[C:12](#[N:17])[CH2:13][C:14]([CH3:16])=[O:15].O>C(O)C.CCOCC>[C:14]([C:13]1([C:12]#[N:17])[CH2:10][C:5]2[C:4](=[CH:9][CH:8]=[CH:7][CH:6]=2)[CH2:3]1)(=[O:15])[CH3:16] |^1:0|. Reported procedure: Sodium (13.2 g) was dissolved in dry ethanol (220 ml). Dry diethyl ether (270 ml) was added. To the solution were simultaneously added α,α'-dibromo-o-xylene (85.2 g), dry ether (250 ml) and acetoacetonitrile (45.6 g) in dry ether (160 ml) over a period of one hour. (Acetoacetonitrile had been prepared by the method described in U.S. Pat. No. 4,152,336.) After the addition, the mixture was stirred for 1 hour at room temperature and then refluxed for 2 hours. The cooled reaction mixture wa poured ... Reactants: B, C1CCOC1, C1CCOC1, CO, CC(C)CNc1c(C#N)c(-c2ccc(Cl)cc2Cl)cn2ccnc12, Cl, C1COCCO1. Product: CC(C)CNc1c(CN)c(-c2ccc(Cl)cc2Cl)cn2ccnc12. RXN SMILES: [BH3:25].[CH2:26]1[O:27][CH2:28][CH2:29][CH2:30]1.[CH2:32]1[O:33][CH2:34][CH2:35][CH2:36]1.[CH3:43][OH:44].[Cl:1][c:2]1[c:3](-[c:9]2[c:10]([C:23]#[N:24])[c:11]([NH:18][CH2:19][CH:20]([CH3:21])[CH3:22])[c:12]3[n:13]([cH:14]2)[cH:15][cH:16][n:17]3)[cH:4][cH:5][c:6]([Cl:8])[cH:7]1.[ClH:31].[O:37]1[CH2:38][CH2:39][O:40][CH2:41][CH2:42]1>>[Cl:1][c:2]1[c:3](-[c:9]2[c:10]([CH2:23][NH2:24])[c:11]([NH:18][CH2:19][CH:20]([CH3:21])[CH3:22])[c:12]3[n:13]([cH:14]2)[cH:15][cH:16][n:17]3)[cH:4][cH:5][c:6]([Cl:8])[cH:7]1.